This data is from the Open Reaction Database (ORD), a public repository of structured organic reaction records. The task is: describe an organic reaction: reactants, conditions, products, and yield Reactants: C[Si](CCOCN1C=CC=2N=C(N=CC21)C(C)=O)(C)C (1-(5-((2-(trimethylsilyl)ethoxy)methyl)-5H-pyrrolo[3,2-d]pyrimidin-2-yl)ethanone), Cl.C(C)N (ethylamine hydrochloride), C(#N)[BH3-].[Na+] (sodium cyanoborohydride). The solvent is CCO (EtOH). Conditions: temperature 130 celsius, time 2 minute. Yields the product C(C)NC(C)C=1N=CC2=C(N1)C=CN2COCC[Si](C)(C)C (N-ethyl-1-(5-((2-(trimethylsilyl)ethoxy)methyl)-5H-pyrrolo[3,2-d]pyrimidin-2-yl)ethanamine). As a reaction SMILES: [CH3:1][Si:2]([CH3:20])([CH3:19])[CH2:3][CH2:4][O:5][CH2:6][N:7]1[C:15]2[CH:14]=[N:13][C:12]([C:16](=O)[CH3:17])=[N:11][C:10]=2[CH:9]=[CH:8]1.Cl.[CH2:22]([NH2:24])[CH3:23].C([BH3-])#N.[Na+]>CCO>[CH2:22]([NH:24][CH:16]([C:12]1[N:13]=[CH:14][C:15]2[N:7]([CH2:6][O:5][CH2:4][CH2:3][Si:2]([CH3:20])([CH3:19])[CH3:1])[CH:8]=[CH:9][C:10]=2[N:11]=1)[CH3:17])[CH3:23] |f:1.2,3.4|. Procedure details: A microwave vial charged with 1-(5-((2-(trimethylsilyl)ethoxy)methyl)-5H-pyrrolo[3,2-d]pyrimidin-2-yl)ethanone (1.50 g, 5.15 mmol), ethylamine hydrochloride (3.36 g, 41.2 mol), sodium cyanoborohydride (420.5 mg, 6.69 mmol), and anhydrous EtOH (40 mL) was stirred under microwave irradiation (300 Watts) at 130° C. for 2 min. The solid was filtered and rinsed well with EtOH. Volatile solvent from the filtrate was removed under reduced pressure. The resultant crude was redissolved in EtOAc and washe... Reactants: O=C(O)Cc1cc(F)ccc1Br, CN, Cc1ccccc1, O=S(Cl)Cl. Product: CNC(=O)Cc1cc(F)ccc1Br. Reaction SMILES: [Br:5][c:6]1[c:7]([CH2:13][C:14](=[O:15])[OH:16])[cH:8][c:9]([F:12])[cH:10][cH:11]1.[CH3:17][NH2:18].[CH3:19][c:20]1[cH:21][cH:22][cH:23][cH:24][cH:25]1.[S:1]([Cl:2])([Cl:3])=[O:4]>>[Br:5][c:6]1[c:7]([CH2:13][C:14](=[O:16])[NH:18][CH3:17])[cH:8][c:9]([F:12])[cH:10][cH:11]1. Reactants: ClC1=C(C(=O)OC)C=C(C(=N1)Cl)F (Methyl 2,6-dichloro-5-fluoronicotinate), CNC (dimethylamine). Product: ClC1=C(C(=O)OC)C=C(C(=N1)N(C)C)F (methyl 2-chloro-6-(dimethylamino)-5-fluoronicotinate). Reaction SMILES: [Cl:1][C:2]1[N:11]=[C:10](Cl)[C:9]([F:13])=[CH:8][C:3]=1[C:4]([O:6][CH3:7])=[O:5].[CH3:14][NH:15][CH3:16]>>[Cl:1][C:2]1[N:11]=[C:10]([N:15]([CH3:16])[CH3:14])[C:9]([F:13])=[CH:8][C:3]=1[C:4]([O:6][CH3:7])=[O:5]. Procedure: Methyl 2,6-dichloro-5-fluoronicotinate was treated with dimethylamine in a sealed tube to obtain methyl 2-chloro-6-(dimethylamino)-5-fluoronicotinate, which was then reacted under a hydrogen atmosphere in the presence of palladium/carbon to obtain methyl 6-(dimethylamino)-5-fluoronicotinate. Reactants: NC1=C(C=C(C=C1Cl)C(CNCCCCCCOCCC1=CC=C(S1)C(=O)OC)O)Cl (methyl 5-[2-[[6-[[2-(4-amino-3,5-dichlorophenyl)-2-hydroxyethyl]amino]hexyl]oxy]ethyl]-2-thiophenecarboxylate), [OH-].[Na+] (sodium hydroxide), CO (methanol). The solvent is CCCCCC (hexane). Product: NC1=C(C=C(C=C1Cl)C(CNCCCCCCOCCC1=CC=C(S1)C(=O)O)O)Cl (5-[2-[[6-[[2-(4-Amino-3,5-dichlorophenyl)-2-hydroxyethyl]amino]hexyl]oxy]ethyl]-2-thiophenecarboxylic acid). Isolated yield 86.0%. RXN SMILES: [NH2:1][C:2]1[C:7]([Cl:8])=[CH:6][C:5]([CH:9]([OH:30])[CH2:10][NH:11][CH2:12][CH2:13][CH2:14][CH2:15][CH2:16][CH2:17][O:18][CH2:19][CH2:20][C:21]2[S:25][C:24]([C:26]([O:28]C)=[O:27])=[CH:23][CH:22]=2)=[CH:4][C:3]=1[Cl:31].[OH-].[Na+].CO>CCCCCC>[NH2:1][C:2]1[C:7]([Cl:8])=[CH:6][C:5]([CH:9]([OH:30])[CH2:10][NH:11][CH2:12][CH2:13][CH2:14][CH2:15][CH2:16][CH2:17][O:18][CH2:19][CH2:20][C:21]2[S:25][C:24]([C:26]([OH:28])=[O:27])=[CH:23][CH:22]=2)=[CH:4][C:3]=1[Cl:31] |f:1.2|. Procedure details: A solution of methyl 5-[2-[[6-[[2-(4-amino-3,5-dichlorophenyl)-2-hydroxyethyl]amino]hexyl]oxy]ethyl]-2-thiophenecarboxylate (0.274 g) in a 2N sodium hydroxide solution (4.5 ml) and methanol (20 ml) was stirred at room temperature under nitrogen for 28 h. Dowex 50 (H+) methanol-washed ion exchange resin was added portionwise to neutralise the mixture to pH7. The mixture was filtered and evaporated in vacuo to give an orange solid. Trituration with hexane gave the title compound as a yellow solid ... Reactants: CN(C=O)C (N,N-dimethylformamide), [OH-].[Na+] (sodium hydroxide), P(=O)(Cl)(Cl)Cl (phosphorus oxychloride), CN(C=CC#N)C (β-dimethylaminoacrylonitrile). Run in ClCCCl (1,2-dichloroethane), ClCCCl (1,2-dichloroethane). Yields the product C(#N)C(C=O)=CN(C)C (2-cyano-3-dimethylaminoacrolein). RXN SMILES: CN(C)[CH:3]=[O:4].P(Cl)(Cl)(Cl)=O.[CH3:11][N:12]([CH3:17])[CH:13]=[CH:14][C:15]#[N:16].[OH-].[Na+]>ClCCCl>[C:15]([C:14](=[CH:13][N:12]([CH3:17])[CH3:11])[CH:3]=[O:4])#[N:16] |f:3.4|. Reported procedure: 36 ml. (0.465 mole) Of N,N-dimethylformamide were stirred at 0° and 36 ml. (0.392 mole) of phosphorus oxychloride were added dropwise (a salt/ice bath was used in order to keep the reaction mixture at 0°). To the stirring semi-solid, faintly colored reaction mixture was added 300 ml. of 1,2-dichloroethane. Upon warming to room temperature by means of a water bath (25°), a clear solution resulted which was cooled to -7° with an ice/salt bath. A solution of 30 ml. (0.293 mole) of β-dimethylaminoac...